Dataset: the Open Reaction Database (ORD), a public repository of structured organic reaction records. Task: describe an organic reaction: reactants, conditions, products, and yield Product: ClC=1C=C(OC2CN(CC2)C(=S)Cl)C=CC1Cl (3-(3,4-Dichlorophenoxy)-1-pyrrolidinecarbothioyl Chloride). The solvent is C(C)N(CC)CC (tri-ethylamine). Reactants: Cl.ClC=1C=C(OC2CNCC2)C=C(C1)Cl (3-(3,5-Dichlorophenoxy)pyrrolidine hydrochloride), C(=S)(Cl)Cl (thiophosgene). Procedure details: 3-(3,5-Dichlorophenoxy)pyrrolidine hydrochloride in a solvent mixture with excess tri-ethylamine is reacted with thiophosgene to give the title compound. The triethylamine hydrochloride by-product is removed by filtration and the product isolated by evaporating off excess solvent and triethylamine. Reaction SMILES: [ClH:1].Cl[C:3]1[CH:4]=[C:5]([CH:12]=[C:13]([Cl:15])[CH:14]=1)[O:6][CH:7]1[CH2:11][CH2:10][NH:9][CH2:8]1.[C:16](Cl)([Cl:18])=[S:17]>C(N(CC)CC)C>[Cl:15][C:13]1[CH:12]=[C:5]([CH:4]=[CH:3][C:14]=1[Cl:1])[O:6][CH:7]1[CH2:11][CH2:10][N:9]([C:16]([Cl:18])=[S:17])[CH2:8]1 |f:0.1|.